This data is from the Open Reaction Database (ORD), a public repository of structured organic reaction records. The task is: describe an organic reaction: reactants, conditions, products, and yield Starting materials: Cl (hydrochloric acid), [OH-].[K+] (Potassium hydroxide), ClC=1C=C2C(=C(NC2=CC1)C1=CC=C(C=C1)Cl)CCC(=O)N1CCN(CC1)CC(=O)OCC (Ethyl 4-{3-[5-Chloro-2-(4-chlorophenyl)-1H-indol-3-yl]-1-oxopropyl}piperazine-1-acetate), O (Water). Solvent: CO (methanol). Run at time 8 hour. Yields the product ClC=1C=C2C(=C(NC2=CC1)C1=CC=C(C=C1)Cl)CCC(=O)N1CCN(CC1)CC(=O)O (4-{3-[5-Chloro-2-(4-chlorophenyl)-1H-indol-3-yl]-1-oxopropyl}piperazine-1-acetic Acid). The yield is 90.5%. RXN SMILES: [OH-].[K+].[Cl:3][C:4]1[CH:5]=[C:6]2[C:10](=[CH:11][CH:12]=1)[NH:9][C:8]([C:13]1[CH:18]=[CH:17][C:16]([Cl:19])=[CH:15][CH:14]=1)=[C:7]2[CH2:20][CH2:21][C:22]([N:24]1[CH2:29][CH2:28][N:27]([CH2:30][C:31]([O:33]CC)=[O:32])[CH2:26][CH2:25]1)=[O:23].O.Cl>CO>[Cl:3][C:4]1[CH:5]=[C:6]2[C:10](=[CH:11][CH:12]=1)[NH:9][C:8]([C:13]1[CH:18]=[CH:17][C:16]([Cl:19])=[CH:15][CH:14]=1)=[C:7]2[CH2:20][CH2:21][C:22]([N:24]1[CH2:25][CH2:26][N:27]([CH2:30][C:31]([OH:33])=[O:32])[CH2:28][CH2:29]1)=[O:23] |f:0.1|. Reported procedure: Potassium hydroxide (320 mg) was added to a solution of ethyl 4-{3-[5-chloro-2-(4-chlorophenyl)-1H-indol-3-yl]-1-oxopropyl}piperazine-1-acetate (Example 109, 350 mg, 0.72 mmol) in methanol and the mixture was stirred at room temperature overnight. Water was added and the pH was adjusted to 7.0 with hydrochloric acid (2M). The mixture was extracted with ethyl acetate, the combined organic fractions were dried (MgSO4) and the solvent was evaporated under reduced pressure. The residue was crystalli... Procedure details: Following general procedure B, starting from 1-[5-(1,1-difluoro-ethyl)-furan-2-ylmethyl]-1H-pyrazol-4-ylamine and (E)-3-(4-methoxy-phenyl)-acrylic acid. LC-MS-conditions 05b: tR=1.06 min; [M+H]+=388.10. Reaction SMILES: [F:1][C:2]([C:5]1[O:9][C:8]([CH2:10][N:11]2[CH:15]=[C:14]([NH2:16])[CH:13]=[N:12]2)=[CH:7][CH:6]=1)([F:4])[CH3:3].[CH3:17][O:18][C:19]1[CH:24]=[CH:23][C:22](/[CH:25]=[CH:26]/[C:27](O)=[O:28])=[CH:21][CH:20]=1>>[F:4][C:2]([C:5]1[O:9][C:8]([CH2:10][N:11]2[CH:15]=[C:14]([NH:16][C:27](=[O:28])/[CH:26]=[CH:25]/[C:22]3[CH:23]=[CH:24][C:19]([O:18][CH3:17])=[CH:20][CH:21]=3)[CH:13]=[N:12]2)=[CH:7][CH:6]=1)([F:1])[CH3:3]. Product: FC(C)(F)C1=CC=C(O1)CN1N=CC(=C1)NC(\C=C\C1=CC=C(C=C1)OC)=O ((E)-N-{1-[5-(1,1-Difluoro-ethyl)-furan-2-ylmethyl]-1H-pyrazol-4-yl}-3-(4-methoxy-phenyl)-acrylamide). The reactants are FC(C)(F)C1=CC=C(O1)CN1N=CC(=C1)N (1-[5-(1,1-difluoro-ethyl)-furan-2-ylmethyl]-1H-pyrazol-4-ylamine), COC1=CC=C(C=C1)/C=C/C(=O)O ((E)-3-(4-methoxy-phenyl)-acrylic acid), 05b. The reactants are C1CCOC1, CCCn1c(=O)c2[nH]c(C34CCCC(CCC(=O)OC)(CC3)C4)nc2n(CCC)c1=O, [Na+], [OH-]. Yields the product CCCn1c(=O)c2[nH]c(C34CCCC(CCC(=O)O)(CC3)C4)nc2n(CCC)c1=O. As a reaction SMILES: [CH2:34]1[O:35][CH2:36][CH2:37][CH2:38]1.[CH3:1][O:2][C:3]([CH2:4][CH2:5][C:6]12[CH2:7][CH2:8][CH2:9][C:10]([c:14]3[n:15][c:16]4[n:17]([CH2:28][CH2:29][CH3:30])[c:18](=[O:27])[n:19]([CH2:24][CH2:25][CH3:26])[c:20](=[O:23])[c:21]4[nH:22]3)([CH2:11][CH2:12]1)[CH2:13]2)=[O:31].[Na+:33].[OH-:32]>>[O:2]=[C:3]([CH2:4][CH2:5][C:6]12[CH2:7][CH2:8][CH2:9][C:10]([c:14]3[n:15][c:16]4[n:17]([CH2:28][CH2:29][CH3:30])[c:18](=[O:27])[n:19]([CH2:24][CH2:25][CH3:26])[c:20](=[O:23])[c:21]4[nH:22]3)([CH2:11][CH2:12]1)[CH2:13]2)[OH:31]. Reactants: Cl.C(C)(C)NC1=C(C=O)C=CC=C1 (2-isopropylaminobenzaldehyde hydrochloride), C(CC(=O)OCC)(=O)OCC (diethyl malonate), N1CCCCC1 (piperidine), C([O-])([O-])=O.[K+].[K+] (potassium carbonate). Run in C1(=CC=CC=C1)C (toluene), C(C)(=O)O (acetic acid). Product: C(C)(C)N1C(C(=CC2=CC=CC=C12)C(=O)OCC)=O (ethyl 1-isopropyl-2-oxo-1,2-dihydro-3-quinolinecarboxylate). Isolated yield 147.4%. RXN SMILES: Cl.[CH:2]([NH:5][C:6]1[CH:13]=[CH:12][CH:11]=[CH:10][C:7]=1[CH:8]=O)([CH3:4])[CH3:3].[C:14](OCC)(=[O:21])[CH2:15][C:16]([O:18][CH2:19][CH3:20])=[O:17].N1CCCCC1.C(=O)([O-])[O-].[K+].[K+]>C1(C)C=CC=CC=1.C(O)(=O)C>[CH:2]([N:5]1[C:6]2[C:7](=[CH:10][CH:11]=[CH:12][CH:13]=2)[CH:8]=[C:15]([C:16]([O:18][CH2:19][CH3:20])=[O:17])[C:14]1=[O:21])([CH3:4])[CH3:3] |f:0.1,4.5.6|. Reported procedure: A solution of 133.7 g of 2-isopropylaminobenzaldehyde hydrochloride, 200 g of diethyl malonate, 70 ml of piperidine, 70 ml of acetic acid, 50 g of potassium carbonate and 1.5 liter of toluene was heated to reflux for 10 hours. The reaction solution was washed with water and then with saturated sodium hydrogencarbonate aqueous solution, and dried over anhydrous magnesium sulfate. The solvent was distilled off to give 256 g of ethyl 1-isopropyl-2-oxo-1,2-dihydro-3-quinolinecarboxylate as the crude...